This data is from the Open Reaction Database (ORD), a public repository of structured organic reaction records. The task is: describe an organic reaction: reactants, conditions, products, and yield Starting materials: CN1C=NC2=NC(=NC(=C12)Cl)Cl (7-methyl-2,6-dichloro-7H-purine), C1(CCCCC1)N (cyclohexyl-amine). Yields the product ClC1=NC(=C2N(C=NC2=N1)C)NC1CCCCC1 ((2-Chloro-7-methyl-7H-purin-6-yl)-cyclohexyl-amine). Reaction SMILES: [CH3:1][N:2]1[C:10]2[C:5](=[N:6][C:7]([Cl:12])=[N:8][C:9]=2Cl)[N:4]=[CH:3]1.[CH:13]1([NH2:19])[CH2:18][CH2:17][CH2:16][CH2:15][CH2:14]1>>[Cl:12][C:7]1[N:6]=[C:5]2[C:10]([N:2]([CH3:1])[CH:3]=[N:4]2)=[C:9]([NH:19][CH:13]2[CH2:18][CH2:17][CH2:16][CH2:15][CH2:14]2)[N:8]=1. Procedure details: Was prepared according to Example 4 from 7-methyl-2,6-dichloro-7H-purine and cyclohexyl-amine. Reactants: C1CCNC1, Cc1ccccc1, O=C1CCC(C2CCC3(CC2)OCCO3)CC1, O. Yields the product C1=C(N2CCCC2)CCC(C2CCC3(CC2)OCCO3)C1. Reaction SMILES: [CH2:8]1[CH2:9][CH2:10][NH:11][CH2:12]1.[CH3:1][c:2]1[cH:3][cH:4][cH:5][cH:6][cH:7]1.[O:13]1[CH2:14][CH2:15][O:16][C:17]12[CH2:18][CH2:19][CH:20]([CH:23]1[CH2:24][CH2:25][C:26](=[O:29])[CH2:27][CH2:28]1)[CH2:21][CH2:22]2.[OH2:30]>>[CH2:8]1[CH2:9][CH2:10][N:11]([C:26]2=[CH:25][CH2:24][CH:23]([CH:20]3[CH2:19][CH2:18][C:17]4([O:13][CH2:14][CH2:15][O:16]4)[CH2:22][CH2:21]3)[CH2:28][CH2:27]2)[CH2:12]1.